From a dataset of the Open Reaction Database (ORD), a public repository of structured organic reaction records. describe an organic reaction: reactants, conditions, products, and yield The reactants are CS(=O)(=O)C=1C=CC2=C(OC(CO2)CO)C1 ([7-(methylsulfonyl)-2,3-dihydro-1,4-benzodioxin-2-yl]methanol), C1(=CC=C(C=C1)S(=O)(=O)Cl)C (p-toluenesulfonyl chloride), TEA. The reagents and catalysts are CN(C)C=1C=CN=CC1 (4-DMAP). The solvent is C(Cl)Cl (DCM), C(Cl)Cl (DCM). Conditions: time 30 minute. The product is CC1=CC=C(C=C1)S(=O)(=O)OCC1COC2=C(O1)C=C(C=C2)S(=O)(=O)C ([7-(METHYLSULFONYL)-2,3-DIHYDRO-1,4-BENZODIOXIN-2-YL]METHYL 4-METHYLBENZENESULFONATE). Isolated yield 74.6%. RXN SMILES: [CH3:1][S:2]([C:5]1[CH:6]=[CH:7][C:8]2[O:13][CH2:12][CH:11]([CH2:14][OH:15])[O:10][C:9]=2[CH:16]=1)(=[O:4])=[O:3].[C:17]1([CH3:27])[CH:22]=[CH:21][C:20]([S:23](Cl)(=[O:25])=[O:24])=[CH:19][CH:18]=1>CN(C1C=CN=CC=1)C.C(Cl)Cl>[CH3:27][C:17]1[CH:22]=[CH:21][C:20]([S:23]([O:15][CH2:14][CH:11]2[O:10][C:9]3[CH:16]=[C:5]([S:2]([CH3:1])(=[O:3])=[O:4])[CH:6]=[CH:7][C:8]=3[O:13][CH2:12]2)(=[O:25])=[O:24])=[CH:19][CH:18]=1. Procedure: A mixture of [7-(methylsulfonyl)-2,3-dihydro-1,4-benzodioxin-2-yl]methanol (0.9 g, 3.7 mmol), p-toluenesulfonyl chloride (1.0 g, 5.5 mmol), TEA (0.76 ml, 5.5 mmol) and 4-DMAP (0.4 g, 3.7 mmol) in DCM (20 ml) was stirred at room temperature for 1 h and 30 min. The solution was diluted with DCM and washed with HCl (1 N), water and brine. The organic phase was dried and concentrated to give the title compound (1.1 g). MS m/z (rel. intensity, 70 eV) 398 (M+, 51), 226 (bp), 225 (23), 213 (30), 91 (62... Starting materials: C(C)(C)N1N=C(C=2C1=NC1=CC(=CC=C1C2)OC)N (1-isopropyl-7-methoxy-1H-pyrazolo[3,4-b]quinolin-3-amine), diazonium salt, Br (hydrobromic acid), cuprous bromide. Product: BrC1=NN(C2=NC3=CC(=CC=C3C=C21)OC)C(C)C (3-Bromo-1-isopropyl-7-methoxy-1H-pyrazolo[3,4-b]quinoline). RXN SMILES: [CH:1]([N:4]1[C:8]2=[N:9][C:10]3[C:15]([CH:16]=[C:7]2[C:6](N)=[N:5]1)=[CH:14][CH:13]=[C:12]([O:17][CH3:18])[CH:11]=3)([CH3:3])[CH3:2].[BrH:20]>>[Br:20][C:6]1[C:7]2[C:8](=[N:9][C:10]3[C:15]([CH:16]=2)=[CH:14][CH:13]=[C:12]([O:17][CH3:18])[CH:11]=3)[N:4]([CH:1]([CH3:3])[CH3:2])[N:5]=1. Reported procedure: 3-Bromo-1-isopropyl-7-methoxy-1H-pyrazolo[3,4-b]quinoline was prepared from 1-isopropyl-7-methoxy-1H-pyrazolo[3,4-b]quinolin-3-amine by preparation of the diazonium salt in hydrobromic acid followed by reaction with cuprous bromide. The product was recrystallized from ether/hexane and obtained in the form of a brown solid, m.p. 130°-131° C. Starting materials: O=C=O, CCOCC, CC(=O)O, Cl, COc1ccc(F)c(F)c1, [Na+], O=C([O-])O. The product is COc1cc(F)c(F)cc1CCl. RXN SMILES: [C:17](=[O:18])=[O:19].[CH2:24]([O:25][CH2:26][CH3:27])[CH3:28].[CH3:20][C:21](=[O:22])[OH:23].[ClH:11].[F:1][c:2]1[c:3]([F:10])[cH:4][c:5]([O:8][CH3:9])[cH:6][cH:7]1.[Na+:12].[OH:13][C:14](=[O:15])[O-:16]>>[F:1][c:2]1[c:3]([F:10])[cH:4][c:5]([O:8][CH3:9])[c:6]([CH2:14][Cl:11])[cH:7]1. The reactants are ClCCl, CC1NCC(C)(C)c2ccccc21, CC#N, CC(C)(CCl)c1ccccc1, O=C(Cl)C(Cl)Cl, [Na+], [OH-], c1ccc2cnccc2c1. The product is CC1c2ccccc2C(C)(C)CN1C(=O)C(Cl)Cl. RXN SMILES: [CH2:43]([Cl:44])[Cl:45].[CH3:12][CH:13]1[NH:14][CH2:15][C:16]([CH3:23])([CH3:24])[c:17]2[cH:18][cH:19][cH:20][cH:21][c:22]21.[CH3:46][C:47]#[N:48].[Cl:1][CH2:2][C:3]([CH3:4])([c:5]1[cH:6][cH:7][cH:8][cH:9][cH:10]1)[CH3:11].[Cl:35][CH:36]([Cl:37])[C:38]([Cl:39])=[O:40].[Na+:42].[OH-:41].[cH:25]1[cH:26][c:27]2[c:28]([cH:29][n:30][cH:31][cH:32]2)[cH:33][cH:34]1>>[CH3:12][CH:13]1[N:14]([C:38]([CH:36]([Cl:35])[Cl:37])=[O:40])[CH2:15][C:16]([CH3:23])([CH3:24])[c:17]2[cH:18][cH:19][cH:20][cH:21][c:22]21.